Dataset: the Open Reaction Database (ORD), a public repository of structured organic reaction records. Task: describe an organic reaction: reactants, conditions, products, and yield Starting materials: C1(=CC=CC=C1)O (phenol), C(C1=CC=CC=C1)OC(=O)N[C@@H](CC1=CC2=CC=CC=C2C=C1)C(=O)[C@H]1C(N([C@H]1OC(C)=O)N)=O ((3S,4S)-3{N-benzyloxycarbonyl-β-(2-naphthyl)-L-alanyl}-amino-4-acetoxy-azetidin-2-one), C1CCOC1 (THF). The yield is 44.2%. Run in CC(=O)C (acetone), [OH-].[Na+] (NaOH), CC(=O)C (acetone). Procedure details: To a solution of phenol (30 mg, 0.32 mmol) in acetone (2 ml) and 1 N NaOH (0.25 ml), (3S,4S)-3{N-benzyloxycarbonyl-β-(2-naphthyl)-L-alanyl}-amino-4-acetoxy-azetidin-2-one (95 mg, 0.2 mmol) in acetone (1 ml) and THF (2 ml) was added at 5° C. The mixture was stirred at 5° C. for 1 hr and then at room temperature for 1 hr. After removal of solvent, the residue was dissolved in ethyl acetate, washed with water, brine and dried over sodium sulfate. After removal of solvent, the residue was purified b... RXN SMILES: [C:1]1([OH:7])[CH:6]=[CH:5][CH:4]=[CH:3][CH:2]=1.[CH2:8]([O:15][C:16]([NH:18][C@H:19]([C:31]([C@@H:33]1[C@H:36](OC(=O)C)[N:35]([NH2:41])[C:34]1=[O:42])=[O:32])[CH2:20][C:21]1[CH:30]=[CH:29][C:28]2[C:23](=[CH:24][CH:25]=[CH:26][CH:27]=2)[CH:22]=1)=[O:17])[C:9]1[CH:14]=[CH:13][CH:12]=[CH:11][CH:10]=1.C1COCC1>CC(C)=O.[OH-].[Na+]>[CH2:8]([O:15][C:16]([NH:18][C@H:19]([C:31]([C@@H:33]1[C@H:36]([O:7][C:1]2[CH:6]=[CH:5][CH:4]=[CH:3][CH:2]=2)[N:35]([NH2:41])[C:34]1=[O:42])=[O:32])[CH2:20][C:21]1[CH:30]=[CH:29][C:28]2[C:23](=[CH:24][CH:25]=[CH:26][CH:27]=2)[CH:22]=1)=[O:17])[C:9]1[CH:10]=[CH:11][CH:12]=[CH:13][CH:14]=1 |f:4.5|. The product is C(C1=CC=CC=C1)OC(=O)N[C@@H](CC1=CC2=CC=CC=C2C=C1)C(=O)[C@H]1C(N([C@H]1OC1=CC=CC=C1)N)=O ((3S,4S)-3-{N-benzyloxycarbonyl-β-(2-naphthyl)-L-alanyl}-amino-4-phenoxy-azetidin-2-one). Reaction conditions: temperature 5 celsius, time 1 hour.